From a dataset of the Open Reaction Database (ORD), a public repository of structured organic reaction records. describe an organic reaction: reactants, conditions, products, and yield The reactants are CC(C)CC1COC(C)(C)N1C(=O)c1cnc(Cl)c(Br)c1, Cc1ccccc1, OB(O)c1ccc(Cl)cc1, [Na+], [Na+], O=C([O-])[O-]. The product is CC(C)CC1COC(C)(C)N1C(=O)c1cnc(Cl)c(-c2ccc(Cl)cc2)c1. Reaction SMILES: [Br:1][c:2]1[cH:3][c:4]([C:9](=[O:10])[N:11]2[C:12]([CH3:20])([CH3:21])[O:13][CH2:14][CH:15]2[CH2:16][CH:17]([CH3:18])[CH3:19])[cH:5][n:6][c:7]1[Cl:8].[CH3:38][c:39]1[cH:40][cH:41][cH:42][cH:43][cH:44]1.[Cl:22][c:23]1[cH:24][cH:25][c:26]([B:29]([OH:30])[OH:31])[cH:27][cH:28]1.[Na+:32].[Na+:33].[O-:34][C:35](=[O:36])[O-:37]>>[c:2]1(-[c:26]2[cH:25][cH:24][c:23]([Cl:22])[cH:28][cH:27]2)[cH:3][c:4]([C:9](=[O:10])[N:11]2[C:12]([CH3:20])([CH3:21])[O:13][CH2:14][CH:15]2[CH2:16][CH:17]([CH3:18])[CH3:19])[cH:5][n:6][c:7]1[Cl:8]. Reactants: ClC=1N=C(NC1CC)C(=O)N[C@@H]1[C@@H](CN(CC1)C=1SC(=CN1)C(=O)OCC)OCCCF (ethyl cis(±)-2-(4-{[(4-chloro-5-ethyl-1H-imidazol-2-yl)carbonyl]amino}-3-(3-fluoropropoxy)piperidin-1-yl)-1,3-thiazole-5-carboxylate), [OH-].[Li+] (lithium hydroxide). Solvent: CO (methanol). Product: ClC=1N=C(NC1CC)C(=O)N[C@@H]1[C@@H](CN(CC1)C=1SC(=CN1)C(=O)O)OCCCF (cis(±)-2-(4-{[(4-Chloro-5-ethyl-1H-imidazol-2-yl)carbonyl]amino}-3-(3-fluoropropoxy)piperidin-1-yl)-1,3-thiazole-5-carboxylic acid). Isolated yield 35.3%. Reaction SMILES: [Cl:1][C:2]1[N:3]=[C:4]([C:9]([NH:11][C@H:12]2[CH2:17][CH2:16][N:15]([C:18]3[S:19][C:20]([C:23]([O:25]CC)=[O:24])=[CH:21][N:22]=3)[CH2:14][C@H:13]2[O:28][CH2:29][CH2:30][CH2:31][F:32])=[O:10])[NH:5][C:6]=1[CH2:7][CH3:8].[OH-].[Li+]>CO>[Cl:1][C:2]1[N:3]=[C:4]([C:9]([NH:11][C@H:12]2[CH2:17][CH2:16][N:15]([C:18]3[S:19][C:20]([C:23]([OH:25])=[O:24])=[CH:21][N:22]=3)[CH2:14][C@H:13]2[O:28][CH2:29][CH2:30][CH2:31][F:32])=[O:10])[NH:5][C:6]=1[CH2:7][CH3:8] |f:1.2|. Procedure: The same operation as in Example (91d) was performed using ethyl cis(±)-2-(4-{[(4-chloro-5-ethyl-1H-imidazol-2-yl)carbonyl]amino}-3-(3-fluoropropoxy)piperidin-1-yl)-1,3-thiazole-5-carboxylate obtained in Example (127f) (0.16 g, 0.8 mmol), 2 N lithium hydroxide (6 mL, 12 mmol) and methanol (5 mL), to obtain 0.13 g of the title compound as a light brown solid (88%). Product: CC(=O)c1cnc(N)c(Cl)c1. Reaction SMILES: [C:12]([OH:13])(=[O:14])[CH2:15][C:16]([OH:17])=[O:18].[CH2:19]([CH:20]([O:21][Mg:22][CH2:23][CH3:24])[CH3:25])[CH3:26].[Cl:1][c:2]1[c:3]([NH2:11])[n:4][cH:5][c:6]([C:7](=[O:8])[Cl:9])[cH:10]1.[O:27]1[CH2:28][CH2:29][CH2:30][CH2:31]1>>[Cl:1][c:2]1[c:3]([NH2:11])[n:4][cH:5][c:6]([C:7](=[O:8])[CH3:12])[cH:10]1. Reactants: O=C(O)CC(=O)O, CC[Mg]OC(C)CC, Nc1ncc(C(=O)Cl)cc1Cl, C1CCOC1.